This data is from the Open Reaction Database (ORD), a public repository of structured organic reaction records. The task is: describe an organic reaction: reactants, conditions, products, and yield Reactants: C(CCCC)C1C(CC(CC1)C12CCC(CC1)(CC2)CCC)=O (2-n-pentyl-5-(4-n-propylbicyclo[2.2.2]octyl)-cyclohexanone), Br (hydrogen bromide), C(C)(=O)C1CC(=O)OC1 (3-acetylbutyrolactone), n-pentyl halide NaH. Yields the product C(C)(=O)C(CCBr)CCCCC (3-acetyl-1-bromo-n-octane). RXN SMILES: [CH2:1]([CH:6]1[CH2:11][CH2:10][CH:9]([C:12]23CCC(CCC)(CC2)C[CH2:13]3)[CH2:8][C:7]1=[O:23])[CH2:2]CCC.C(C1COC(=O)C1)(=O)C.[BrH:33]>>[C:7]([CH:6]([CH2:11][CH2:10][CH2:9][CH2:12][CH3:13])[CH2:1][CH2:2][Br:33])(=[O:23])[CH3:8]. Procedure details: A mixture of 33 g of 2-n-pentyl-5-(4-n-propylbicyclo[2.2.2]octyl)-cyclohexanone [obtainable by the method of P. Place et al., Tetrahedron 34, 1931 (1978) by reacting 3-acetylbutyrolactone with n-pentyl halide/NaH, subsequently reacting the product with hydrogen bromide to give 3-acetyl-1-bromo-n-octane, converting the latter into the corresponding ethylene ketal, reacting the corresponding Grignard compound with 4-cyano-1-n-propylbicyclo[2.2.2]octane and subsequently subjecting the product to an... The reactants are NN1C2=C(C(=C(C1=O)C1=NS(C3=C(N1)C=CC=C3)(=O)=O)O)SC=C2 (4-amino-6-(1,1-dioxido-4H-1,2,4-benzothiadiazin-3-yl)-7-hydroxythieno[3,2-b]pyridin 5(4H)-one), C(C1=CN=CC=C1)=O (nicotinaldehyde). Run in CN(C(C)=O)C (N,N-dimethylacetamide). Conditions: temperature 25 celsius. Yields the product O=S1(N=C(NC2=C1C=CC=C2)C2=C(C1=C(N(C2=O)N=CC=2C=NC=CC2)C=CS1)O)=O (6-(1,1-dioxido-4H-1,2,4-benzothiadiazin-3-yl)-7-hydroxy-4-{[pyridin-3-ylmethylene]amino}thieno[3,2-b]pyridin-5(4H)-one). The yield is 83.7%. As a reaction SMILES: [NH2:1][N:2]1[C:7](=[O:8])[C:6]([C:9]2[NH:14][C:13]3[CH:15]=[CH:16][CH:17]=[CH:18][C:12]=3[S:11](=[O:20])(=[O:19])[N:10]=2)=[C:5]([OH:21])[C:4]2[S:22][CH:23]=[CH:24][C:3]1=2.[CH:25](=O)[C:26]1[CH:31]=[CH:30][CH:29]=[N:28][CH:27]=1>CN(C)C(=O)C>[O:19]=[S:11]1(=[O:20])[C:12]2[CH:18]=[CH:17][CH:16]=[CH:15][C:13]=2[NH:14][C:9]([C:6]2[C:7](=[O:8])[N:2]([N:1]=[CH:25][C:26]3[CH:27]=[N:28][CH:29]=[CH:30][CH:31]=3)[C:3]3[CH:24]=[CH:23][S:22][C:4]=3[C:5]=2[OH:21])=[N:10]1. Procedure: The product of Example 268D (0.10 g, 0.27 mmol) was reacted with nicotinaldehyde (0.5 g, 4.7 mmol) in N,N-dimethylacetamide (3 mL) in a sealed tube at 135° C. for 60 minutes in a microwave reactor. The reaction was cooled to 25° C. and concentrated under vacuum. The resulting residue was triturated with diethyl ether and filtered to give the title compound (0.102 g, 84%). The reactants are CCOC(=O)CBr, CCOc1cc(Br)ccc1O, CC(=O)[O-], CN(C)C=O, CCOC(C)=O, [K+], O. Product: CCOC(=O)COc1ccc(Br)cc1OCC. As a reaction SMILES: [Br:1][CH2:2][C:3](=[O:4])[O:5][CH2:6][CH3:7].[Br:8][c:9]1[cH:10][c:11]([O:16][CH2:17][CH3:18])[c:12]([OH:15])[cH:13][cH:14]1.[CH3:20][C:21](=[O:22])[O-:23].[CH3:25][N:26]([CH3:27])[CH:28]=[O:29].[CH3:30][CH2:31][O:32][C:33](=[O:34])[CH3:35].[K+:19].[OH2:24]>>[CH2:2]([C:3](=[O:4])[O:5][CH2:6][CH3:7])[O:15][c:12]1[c:11]([O:16][CH2:17][CH3:18])[cH:10][c:9]([Br:8])[cH:14][cH:13]1. Reactants: ClC1=C(OCC(=O)O)C=CC=C1 (2-chlorophenoxyacetic acid), C(C)(C)OC(C)C (diisopropyl ether), [N+](=O)(O)[O-].O([N+](=O)[O-])CCN (2-nitroxyethylamine nitrate). Yields the product O([N+](=O)[O-])CCNC(COC1=C(C=CC=C1)Cl)=O (N-(2-Nitroxyethyl)-2-chlorophenoxyacetamide). Yield: 31.8%. Reaction SMILES: [Cl:1][C:2]1[CH:12]=[CH:11][CH:10]=[CH:9][C:3]=1[O:4][CH2:5][C:6]([OH:8])=O.[N+]([O-])(O)=O.[O:17]([CH2:21][CH2:22][NH2:23])[N+:18]([O-:20])=[O:19].C(OC(C)C)(C)C>>[O:17]([CH2:21][CH2:22][NH:23][C:6](=[O:8])[CH2:5][O:4][C:3]1[CH:9]=[CH:10][CH:11]=[CH:12][C:2]=1[Cl:1])[N+:18]([O-:20])=[O:19] |f:1.2|. Procedure: Following a similar treatment to that in Example 2 and using 0.79 g of 2-chlorophenoxyacetic acid and 0.6 g of 2-nitroxyethylamine nitrate, 0.31 g of the title compound was obtained as colorless acicular prisms (solvent for recrystallization; diisopropyl ether). Starting materials: CN1C(N([C@@H](C1)C(=O)OC(C)(C)C)C(=O)OCC1=CC=CC=C1)=O (tert.-butyl (4S)-1-methyl-3-benzyloxycarbonyl-2-oxo-imidazolidine-4-carboxylate). Reagents/catalysts: [Pd] (palladium-black). The solvent is CO (methanol), [H][H] (hydrogen). Yields the product CN1C(N[C@@H](C1)C(=O)OC(C)(C)C)=O (tert.-butyl (4S)-1-methyl-2-oxo-imidazolidine-4-carboxylate). Isolated yield 98.2%. RXN SMILES: [CH3:1][N:2]1[CH2:6][C@@H:5]([C:7]([O:9][C:10]([CH3:13])([CH3:12])[CH3:11])=[O:8])[N:4](C(OCC2C=CC=CC=2)=O)[C:3]1=[O:24]>CO.[H][H].[Pd]>[CH3:1][N:2]1[CH2:6][C@@H:5]([C:7]([O:9][C:10]([CH3:12])([CH3:11])[CH3:13])=[O:8])[NH:4][C:3]1=[O:24]. Reported procedure: 8.5 g of tert.-butyl (4S)-1-methyl-3-benzyloxycarbonyl-2-oxo-imidazolidine-4-carboxylate are dissolved in 200 ml of methanol, and 0.1 g of palladium-black is added thereto. The mixture is shaken at room temperature in hydrogen gas atmosphere under atmospheric pressure. After the reaction the catalyst is removed by filtration, and the filtrate is condensed under reduced pressure. The residue obtained is washed with n-hexane. 5.0 g of tert.-butyl (4S)-1-methyl-2-oxo-imidazolidine-4-carboxylate are... Reactants: CN1CCNCC1 (1-methylpiperazine), C(CCCCCCCCCCCCCCCCC)N(C(=O)Cl)CCCCCCCCCCCCCCCCCC (N,N-dioctadecylcarbamylchloride). Solvent: C1=CC=CC=C1 (benzene). Run at time 3 hour. Product: C(CCCCCCCCCCCCCCCCC)N(C(=O)N1CCN(CC1)C)CCCCCCCCCCCCCCCCCC (1-(N,N-Dioctadecylcarbamyl)-4-Methylpiperazine). RXN SMILES: [CH3:1][N:2]1[CH2:7][CH2:6][NH:5][CH2:4][CH2:3]1.[CH2:8]([N:26]([CH2:30][CH2:31][CH2:32][CH2:33][CH2:34][CH2:35][CH2:36][CH2:37][CH2:38][CH2:39][CH2:40][CH2:41][CH2:42][CH2:43][CH2:44][CH2:45][CH2:46][CH3:47])[C:27](Cl)=[O:28])[CH2:9][CH2:10][CH2:11][CH2:12][CH2:13][CH2:14][CH2:15][CH2:16][CH2:17][CH2:18][CH2:19][CH2:20][CH2:21][CH2:22][CH2:23][CH2:24][CH3:25]>C1C=CC=CC=1>[CH2:8]([N:26]([CH2:30][CH2:31][CH2:32][CH2:33][CH2:34][CH2:35][CH2:36][CH2:37][CH2:38][CH2:39][CH2:40][CH2:41][CH2:42][CH2:43][CH2:44][CH2:45][CH2:46][CH3:47])[C:27]([N:5]1[CH2:6][CH2:7][N:2]([CH3:1])[CH2:3][CH2:4]1)=[O:28])[CH2:9][CH2:10][CH2:11][CH2:12][CH2:13][CH2:14][CH2:15][CH2:16][CH2:17][CH2:18][CH2:19][CH2:20][CH2:21][CH2:22][CH2:23][CH2:24][CH3:25]. Procedure details: A mixture of 1-methylpiperazine (5 ml.), N,N-dioctadecylcarbamylchloride (5.0 g.) and benzene (50 ml.) is refluxed and stirred for three hours. The white precipitate of 1-methylpiperazine hydrochloride is removed by filtration and the filtrate concentrated in vacuo to a yellow oil (4.5 g.). The oil is then charged on a silica gel pad and eluted with benzene in 50 ml. fractions. Fractions 10-15 are combined, a large volume of methanol added and the white crystalline material which separates filte... The reactants are C[Mg]Br (Methylmagnesium bromide), C(C)C=1C=CC(=C(C1)C=1C=NC(=NC1)N1C=C(C2=CC=C(C=C12)C(=O)OC)C=O)F (Methyl 1-(5-(5-ethyl-2-fluorophenyl)pyrimidin-2-yl)-3-formyl-1H-indole-6-carboxylate). Solvent: C1CCOC1 (THF). Reaction conditions: time 6 hour. The product is C(C)C=1C=CC(=C(C1)C=1C=NC(=NC1)N1C=C(C2=CC=C(C=C12)C(=O)OC)C(C)O)F (Methyl 1-(5-(5-ethyl-2-fluorophenyl)pyrimidin-2-yl)-3-(1-hydroxyethyl)-1H-indole-6-carboxylate). RXN SMILES: [CH3:1][Mg]Br.[CH2:4]([C:6]1[CH:7]=[CH:8][C:9]([F:33])=[C:10]([C:12]2[CH:13]=[N:14][C:15]([N:18]3[C:26]4[C:21](=[CH:22][CH:23]=[C:24]([C:27]([O:29][CH3:30])=[O:28])[CH:25]=4)[C:20]([CH:31]=[O:32])=[CH:19]3)=[N:16][CH:17]=2)[CH:11]=1)[CH3:5]>C1COCC1>[CH2:4]([C:6]1[CH:7]=[CH:8][C:9]([F:33])=[C:10]([C:12]2[CH:17]=[N:16][C:15]([N:18]3[C:26]4[C:21](=[CH:22][CH:23]=[C:24]([C:27]([O:29][CH3:30])=[O:28])[CH:25]=4)[C:20]([CH:31]([OH:32])[CH3:1])=[CH:19]3)=[N:14][CH:13]=2)[CH:11]=1)[CH3:5]. Reported procedure: Methylmagnesium bromide (3 M in ether, 0.45 mL, 1.33 mmol) was added at 0° C. to a solution of 331c) (0.36 g, 0.89 mmol) in THF (70 mL) and the resulting mixture was stirred at this temperature for 6 h. The mixture was quenched with ammonium chloride solution (20 mL) and extracted with ethyl acetate (2×50 mL). The organic phase was washed with brine, dried over sodium sulfate and evaporated. The residue was purified by flash column chromatography [silica; dichloromethane with 0-1.5% methanol]. L...